Dataset: the Open Reaction Database (ORD), a public repository of structured organic reaction records. Task: describe an organic reaction: reactants, conditions, products, and yield Starting materials: C1(CC1)C=1C(=NC=C(C1)C1CC1)N1CCNCC1 (1-(3,5-dicyclopropylpyridin-2-yl)piperazine), IC1=CC=C(C(=O)Cl)C=C1 (4-iodobenzoyl chloride). Yields the product C1(CC1)C=1C(=NC=C(C1)C1CC1)N1CCN(CC1)C(=O)C1=CC=C(C=C1)I ([4-(3,5-dicyclopropylpyridin-2-yl)piperazin-1-yl](4-iodophenyl)methanone). Isolated yield 90.9%. RXN SMILES: [CH:1]1([C:4]2[C:5]([N:13]3[CH2:18][CH2:17][NH:16][CH2:15][CH2:14]3)=[N:6][CH:7]=[C:8]([CH:10]3[CH2:12][CH2:11]3)[CH:9]=2)[CH2:3][CH2:2]1.[I:19][C:20]1[CH:28]=[CH:27][C:23]([C:24](Cl)=[O:25])=[CH:22][CH:21]=1>>[CH:1]1([C:4]2[C:5]([N:13]3[CH2:14][CH2:15][N:16]([C:24]([C:23]4[CH:27]=[CH:28][C:20]([I:19])=[CH:21][CH:22]=4)=[O:25])[CH2:17][CH2:18]3)=[N:6][CH:7]=[C:8]([CH:10]3[CH2:12][CH2:11]3)[CH:9]=2)[CH2:2][CH2:3]1. Procedure: By reaction and treatment in the same manner as in Preparation Example 65 and using 1-(3,5-dicyclopropylpyridin-2-yl)piperazine (5.52 g) described in Preparation Example 62, 4-iodobenzoyl chloride (6.35 g), the title compound (9.76 g) was obtained. Reactants: C1(=CC=CC=C1)S(=O)(=O)C1CC2CCC(C1)N2C(=O)OC(C)(C)C (tert-butyl 3-phenylsulfonyl-8-azabicyclo[3.2.1]octane-8-carboxylate), CO.Cl (hydrogen chloride methanol). Run in CO (methanol). Run at temperature 60 celsius, time 3 hour. Product: crude product, Cl.C1(=CC=CC=C1)S(=O)(=O)C1CC2CCC(C1)N2 (3-Phenylsulfonyl-8-azabicyclo[3.2.1]octane hydrochloride). As a reaction SMILES: [C:1]1([S:7]([CH:10]2[CH2:16][CH:15]3[N:17](C(OC(C)(C)C)=O)[CH:12]([CH2:13][CH2:14]3)[CH2:11]2)(=[O:9])=[O:8])[CH:6]=[CH:5][CH:4]=[CH:3][CH:2]=1.CO.[ClH:27]>CO>[ClH:27].[C:1]1([S:7]([CH:10]2[CH2:11][CH:12]3[NH:17][CH:15]([CH2:14][CH2:13]3)[CH2:16]2)(=[O:9])=[O:8])[CH:2]=[CH:3][CH:4]=[CH:5][CH:6]=1 |f:1.2,4.5|. Procedure: To a methanol (5 mL) solution of tert-butyl 3-phenylsulfonyl-8-azabicyclo[3.2.1]octane-8-carboxylate (174 mg) was added a 4N-hydrogen chloride methanol solution, and the mixture was stirred at 60° C. for 3 hours. The solvent was distilled off under reduced pressure, and the resulting solid was washed with diethyl ether to give a crude product of the title compound as a colorless solid (141 mg).